Task: describe an organic reaction: reactants, conditions, products, and yield. Dataset: the Open Reaction Database (ORD), a public repository of structured organic reaction records Reactants: [Al+3], C=Cc1ccccc1, [Cl-], [Cl-], [Cl-], CC(CS)C(=O)O. Product: CCOC(=O)C(C)CS. Reaction SMILES: [Al+3:2].[CH2:5]=[CH:6][c:7]1[cH:8][cH:9][cH:10][cH:11][cH:12]1.[Cl-:1].[Cl-:3].[Cl-:4].[SH:13][CH2:14][CH:15]([C:16](=[O:17])[OH:18])[CH3:19]>>[CH2:5]([CH3:6])[O:18][C:16]([CH:15]([CH2:14][SH:13])[CH3:19])=[O:17]. Reaction SMILES: [C:1](=[O:2])([O:3][C:4]([CH3:5])([CH3:6])[CH3:7])[NH:8][CH:9]1[CH2:10][C:11](=[CH2:13])[CH2:12]1.[CH3:25][CH2:26][CH2:27][CH2:28][N+:29]([CH2:30][CH2:31][CH2:32][CH3:33])([CH2:34][CH2:35][CH2:36][CH3:37])[CH2:38][CH2:39][CH2:40][CH3:41].[Cl-:24].[Cl:20][CH2:21][Cl:22].[K+:14].[K+:15].[O-:16][C:17]([O-:18])=[O:19].[OH2:23]>>[C:1](=[O:2])([O:3][C:4]([CH3:5])([CH3:6])[CH3:7])[NH:8][CH:9]1[CH2:10][C:11](=[O:16])[CH2:12]1. Product: CC(C)(C)OC(=O)NC1CC(=O)C1. Starting materials: C=C1CC(NC(=O)OC(C)(C)C)C1, CCCC[N+](CCCC)(CCCC)CCCC, [Cl-], ClCCl, [K+], [K+], O=C([O-])[O-], O.